describe an organic reaction: reactants, conditions, products, and yield From a dataset of the Open Reaction Database (ORD), a public repository of structured organic reaction records. Starting materials: C(C)(C)(C)OC(=O)NC[C@@H]1CN(CC1)CCCCCCN (6-((3R)-3-tert-Butoxycarbonylaminomethylpyrrolidin-1-yl)hexylamine), C(CC)N=C=O (n-propyl isocyanate), NC1=CC(=C(C(=O)O)C=C1Cl)OC (4-amino-5-chloro-2-methoxybenzoic acid). Product: NC1=CC(=C(C(=O)NC[C@@H]2CN(CC2)CCCCCCNC(=O)NCCC)C=C1Cl)OC (4-amino-5-chloro-2-methoxy-N-((3R)-1-(6-(3-n-propylureido)hexyl)pyrrolidin-3-ylmethyl)benzamide). RXN SMILES: C(O[C:6]([NH:8][CH2:9][C@H:10]1[CH2:14][CH2:13][N:12]([CH2:15][CH2:16][CH2:17][CH2:18][CH2:19][CH2:20][NH2:21])[CH2:11]1)=[O:7])(C)(C)C.[CH2:22]([N:25]=[C:26]=[O:27])[CH2:23][CH3:24].[NH2:28][C:29]1[C:37]([Cl:38])=[CH:36][C:32](C(O)=O)=[C:31]([O:39][CH3:40])[CH:30]=1>>[NH2:28][C:29]1[C:37]([Cl:38])=[CH:36][C:32]([C:6]([NH:8][CH2:9][C@H:10]2[CH2:14][CH2:13][N:12]([CH2:15][CH2:16][CH2:17][CH2:18][CH2:19][CH2:20][NH:21][C:26]([NH:25][CH2:22][CH2:23][CH3:24])=[O:27])[CH2:11]2)=[O:7])=[C:31]([O:39][CH3:40])[CH:30]=1. Reported procedure: 6-((3R)-3-tert-Butoxycarbonylaminomethylpyrrolidin-1-yl)hexylamine (1.50 g) as starting compound was reacted and treated in the same manner as in Example 34 using n-propyl isocyanate (0.50 ml) and 4-amino-5-chloro-2-methoxybenzoic acid (1.01 g) to give 4-amino-5-chloro-2-methoxy-N-((3R)-1-(6-(3-n-propylureido)hexyl)pyrrolidin-3-ylmethyl)benzamide. Starting materials: C(C)(C)(C)OC(NC1=C(C=C(C=C1)C=1C=C2C(=NC1)N(N=C2C2=C(C=CC=C2)OC(F)(F)F)COCC[Si](C)(C)C)C(=O)N2CC(CC2)N(C)C)=O ({2-(3-Dimethylaminopyrrolidine-1-carbonyl)-4-[3-(2-trifluoromethoxy-phenyl)-1-(2-trimethylsilanyl-ethoxymethyl)-1H-pyrazolo[3,4-b]pyridin-5-yl]-phenyl}-carbamic acid tert-butyl ester). Solvent: perchlroric acid, C(C)(=O)O (acetic acid), SCC(=O)O (mercaptoacetic acid). Reaction conditions: time 8 hour. Product: NC1=C(C=C(C=C1)C=1C=C2C(=NC1)NN=C2C2=C(C=CC=C2)OC(F)(F)F)C(=O)N2CC(CC2)N(C)C ({2-amino-5[3-(2-trifluoromethoxy-phenyl)-1H-pyrazolo[3,4-b]pyridin-5-yl]-phenyl}-(3-dimethylamino-pyrrolidin-1-yl)-methanone). As a reaction SMILES: C(OC(=O)[NH:7][C:8]1[CH:13]=[CH:12][C:11]([C:14]2[CH:15]=[C:16]3[C:22]([C:23]4[CH:28]=[CH:27][CH:26]=[CH:25][C:24]=4[O:29][C:30]([F:33])([F:32])[F:31])=[N:21][N:20](COCC[Si](C)(C)C)[C:17]3=[N:18][CH:19]=2)=[CH:10][C:9]=1[C:42]([N:44]1[CH2:48][CH2:47][CH:46]([N:49]([CH3:51])[CH3:50])[CH2:45]1)=[O:43])(C)(C)C>C(O)(=O)C.SCC(O)=O>[NH2:7][C:8]1[CH:13]=[CH:12][C:11]([C:14]2[CH:15]=[C:16]3[C:22]([C:23]4[CH:28]=[CH:27][CH:26]=[CH:25][C:24]=4[O:29][C:30]([F:33])([F:32])[F:31])=[N:21][NH:20][C:17]3=[N:18][CH:19]=2)=[CH:10][C:9]=1[C:42]([N:44]1[CH2:48][CH2:47][CH:46]([N:49]([CH3:51])[CH3:50])[CH2:45]1)=[O:43]. Procedure details: {2-(3-Dimethylaminopyrrolidine-1-carbonyl)-4-[3-(2-trifluoromethoxy-phenyl)-1-(2-trimethylsilanyl-ethoxymethyl)-1H-pyrazolo[3,4-b]pyridin-5-yl]-phenyl}-carbamic acid tert-butyl ester (220 mg, 0.3 mmol) was dissolved in 1 ml of 5% v/v of 70% perchlroric acid in glacial acetic acid containing 0.4 ml of mercaptoacetic acid and the resulting mixture stirred overnight at room temperature. The crude was filtered over a 0.45 μm PTFE syringe filter and directly purified by mass-triggered reverse phase H... Starting materials: S1C=C(C=C1)CCNC(=O)C1CCN(CC1)C (1-Methylpiperidine-4-carboxylic acid (2-thiophen-3-yl-ethyl)-amide). The solvent is C1(=CC=CC=C1)C (toluene). The product is CN1CCC(CC1)C1=NCCC2=C1SC=C2 (7-(1-Methylpiperidin-4-yl)-4,5,-dihydrothieno[2,3-c]pyridine). As a reaction SMILES: [S:1]1[CH:5]=[CH:4][C:3]([CH2:6][CH2:7][NH:8][C:9]([CH:11]2[CH2:16][CH2:15][N:14]([CH3:17])[CH2:13][CH2:12]2)=O)=[CH:2]1>C1(C)C=CC=CC=1>[CH3:17][N:14]1[CH2:15][CH2:16][CH:11]([C:9]2[C:2]3[S:1][CH:5]=[CH:4][C:3]=3[CH2:6][CH2:7][N:8]=2)[CH2:12][CH2:13]1. Reported procedure: 1-Methylpiperidine-4-carboxylic acid (2-thiophen-3-yl-ethyl)-amide (1.2 g) POCl3 (1.22 ml) were reacted in toluene (50 ml) exactly as described in example 4. 1.1 g of [7-(1-Methylpiperidin-4-yl)-4,5,-dihydrothieno[2,3-c]pyridine was isolated identified by NMR and MS: M+=234. Starting materials: Fc1cc(S)ccc1Br, ClCCl, [H-], CI, [Na+], C1CCOC1. The product is CSc1ccc(Br)c(F)c1. RXN SMILES: [Br:1][c:2]1[c:3]([F:9])[cH:4][c:5]([SH:8])[cH:6][cH:7]1.[Cl:14][CH2:15][Cl:16].[H-:10].[I:12][CH3:13].[Na+:11].[O:17]1[CH2:18][CH2:19][CH2:20][CH2:21]1>>[Br:1][c:2]1[c:3]([F:9])[cH:4][c:5]([S:8][CH3:15])[cH:6][cH:7]1. Reactants: C(C1=CC=CC=C1)OC(=O)N1CCC(CC1)(C(=O)OCC)CCC(NC1=C(C=CC(=C1)C#N)NCC(NC1CCCCC1)=O)=O (4-[2-[5-cyano-2-(cyclohexylcarbamoylmethylamino)-phenylcarbamoyl]ethyl]-4-ethoxycarbonylpiperidine-1-carboxylic acid benzyl ester). The solvent is C(C)(=O)O (acetic acid). Yields the product C(C1=CC=CC=C1)OC(=O)N1CCC(CC1)(C(=O)OCC)CCC1=NC2=C(N1CC(NC1CCCCC1)=O)C=CC(=C2)C#N (2-[2-(1-Benzyloxycarbonyl-4-ethoxycarbonylpiperidin-4-yl)ethyl]-5-cyano-1-(cyclohexylcarbamoylmethyl)benzimidazole). The yield is 137.3%. As a reaction SMILES: [CH2:1]([O:8][C:9]([N:11]1[CH2:16][CH2:15][C:14]([CH2:22][CH2:23][C:24](=O)[NH:25][C:26]2[CH:31]=[C:30]([C:32]#[N:33])[CH:29]=[CH:28][C:27]=2[NH:34][CH2:35][C:36](=[O:44])[NH:37][CH:38]2[CH2:43][CH2:42][CH2:41][CH2:40][CH2:39]2)([C:17]([O:19][CH2:20][CH3:21])=[O:18])[CH2:13][CH2:12]1)=[O:10])C1C=CC=CC=1>C(O)(=O)C>[CH2:1]([O:8][C:9]([N:11]1[CH2:16][CH2:15][C:14]([CH2:22][CH2:23][C:24]2[N:34]([CH2:35][C:36](=[O:44])[NH:37][CH:38]3[CH2:39][CH2:40][CH2:41][CH2:42][CH2:43]3)[C:27]3[CH:28]=[CH:29][C:30]([C:32]#[N:33])=[CH:31][C:26]=3[N:25]=2)([C:17]([O:19][CH2:20][CH3:21])=[O:18])[CH2:13][CH2:12]1)=[O:10])[C:26]1[CH:31]=[CH:30][CH:29]=[CH:28][CH:27]=1. Procedure details: A solution of 4-[2-[5-cyano-2-(cyclohexylcarbamoylmethylamino)-phenylcarbamoyl]ethyl]-4-ethoxycarbonylpiperidine-1-carboxylic acid benzyl ester (300 mg) in acetic acid (10 ml) was stirred at 100° C. for 24 hours. After completion of the reaction, the reaction mixture was extracted with ethyl acetate and washed with aqueous sodium hydrogencarbonate solution. The organic layer was dried over anhydrous sodium sulfate and the solvent was evaporated. The obtained residue was purified by silica gel co... Starting materials: C(CCCCCCCCCCC)N1C(NC2(C1=O)CC(NC(C2)(C)C)(C)C)=O (3-dodecyl-7,7,9,9-tetramethyl-1,3,8-triazaspiro[4.5]decane-2,4-dione), O1C(COCCOCC2CO2)C1 (ethylene glycol bis(2,3-epoxypropyl)ether). Run in C(CCCCCCC)O (octanol), C(C)(=O)OCC (ethyl acetate). Run at temperature 180 celsius. Yields the product C(CCCCCCCCCCC)N1C(NC2(C1=O)CC(N(C(C2)(C)C)CC(COCCOCC(CN2C(CC1(C(N(C(N1)=O)CCCCCCCCCCCC)=O)CC2(C)C)(C)C)O)O)(C)C)=O (ethylene glycol bis[3-(3-dodecyl-7,7,9,9-tetramethyl-2,4-dioxo-1,3,8-triazaspiro[4.5]dec-8-yl)-2-hydroxypropyl]ether). As a reaction SMILES: [CH2:1]([N:13]1[C:17](=[O:18])[C:16]2([CH2:23][C:22]([CH3:25])([CH3:24])[NH:21][C:20]([CH3:27])([CH3:26])[CH2:19]2)[NH:15][C:14]1=[O:28])[CH2:2][CH2:3][CH2:4][CH2:5][CH2:6][CH2:7][CH2:8][CH2:9][CH2:10][CH2:11][CH3:12].[O:29]1[CH2:40][CH:30]1[CH2:31][O:32][CH2:33][CH2:34][O:35][CH2:36][CH:37]1[O:39][CH2:38]1>C(O)CCCCCCC.C(OCC)(=O)C>[CH2:1]([N:13]1[C:17](=[O:18])[C:16]2([CH2:19][C:20]([CH3:27])([CH3:26])[N:21]([CH2:38][CH:37]([OH:39])[CH2:36][O:35][CH2:34][CH2:33][O:32][CH2:31][CH:30]([OH:29])[CH2:40][N:21]3[C:22]([CH3:25])([CH3:24])[CH2:23][C:16]4([NH:15][C:14](=[O:28])[N:13]([CH2:1][CH2:2][CH2:3][CH2:4][CH2:5][CH2:6][CH2:7][CH2:8][CH2:9][CH2:10][CH2:11][CH3:12])[C:17]4=[O:18])[CH2:19][C:20]3([CH3:26])[CH3:27])[C:22]([CH3:25])([CH3:24])[CH2:23]2)[NH:15][C:14]1=[O:28])[CH2:2][CH2:3][CH2:4][CH2:5][CH2:6][CH2:7][CH2:8][CH2:9][CH2:10][CH2:11][CH3:12]. Reported procedure: A mixture of 8.6 g of 3-dodecyl-7,7,9,9-tetramethyl-1,3,8-triazaspiro[4.5]decane-2,4-dione and 1.7 g of ethylene glycol bis(2,3-epoxypropyl)ether in 3 ml of octanol was heated to 180° C. for 30 hours. After completion of the reaction, the reaction mixture was dissolved in ethyl acetate and subjected to column chromatography through alumina eluted successively first with diethyl ether, second with a 10:1 by volume mixture of ethyl acetate and triethylamine, and lastly with methanol. The eluate el... Starting materials: C(=C)[Mg]Br (vinylmagnesium bromide), CON(C([C@@H](NC(=O)OC(C)(C)C)CC(C)C)=O)C (N-(t-Butyloxycarbonyl)-L-leucine N-Methoxy-N-methylamide), C(CC(O)(C(=O)O)CC(=O)O)(=O)O (citric acid). The solvent is O1CCCC1 (tetrahydrofuran). Run at time 1.5 hour. Yields the product C(C)(C)(C)OC(=O)N[C@H](C(C=C)=O)CC(C)C ((4S)-4-(t-Butyoxycarbonylamino)-6-methyl-1-hepten-3-one). Isolated yield 53.9%. RXN SMILES: CON(C)[C:4](=[O:18])[C@H:5]([CH2:14][CH:15]([CH3:17])[CH3:16])[NH:6][C:7]([O:9][C:10]([CH3:13])([CH3:12])[CH3:11])=[O:8].[CH:20]([Mg]Br)=[CH2:21].C(O)(=O)CC(CC(O)=O)(C(O)=O)O>O1CCCC1>[C:10]([O:9][C:7]([NH:6][C@@H:5]([CH2:14][CH:15]([CH3:16])[CH3:17])[C:4](=[O:18])[CH:20]=[CH2:21])=[O:8])([CH3:11])([CH3:12])[CH3:13]. Procedure details: A solution of 1.01 g (3.69 mmol) of the resultant compound of Example 29 in 50 ml of anhydrous tetrahydrofuran was cooled under N2 atmosphere to -78° C. and treated with 16 ml (9.6 mmol) of vinylmagnesium bromide (0.6M in tetrahydrofuran). The resulting solution was allowed to warm to ambient temperature, stirred for 1.5 h, and poured over a mixture of ice and 10% aqueous citric acid. The mixture was extracted with ether, washed with saturated brine, dried over MgSO4, and concentrated in vacuo. ... Starting materials: C(C)(C)N=C=S (isopropyl isothiocyanate), CCCCCC (hexane), [H-].[K+] (potassium hydride), ClC=1C=C2C=CNC2=CC1 (5-chloroindole). Solvent: C1CCOC1 (THF), C1CCOC1 (THF). Reaction conditions: time 1 hour. Yields the product C(C)(C)NC(=S)N1C=CC2=CC(=CC=C12)Cl (5-Chloro-indole-1-carbothioic acid isopropylamide). Isolated yield 61.7%. As a reaction SMILES: CCCCCC.[H-].[K+].[Cl:9][C:10]1[CH:11]=[C:12]2[C:16](=[CH:17][CH:18]=1)[NH:15][CH:14]=[CH:13]2.[CH:19]([N:22]=[C:23]=[S:24])([CH3:21])[CH3:20]>C1COCC1>[CH:19]([NH:22][C:23]([N:15]1[C:16]2[C:12](=[CH:11][C:10]([Cl:9])=[CH:18][CH:17]=2)[CH:13]=[CH:14]1)=[S:24])([CH3:21])[CH3:20] |f:1.2|. Procedure details: A stirred slurry of hexane washed potassium hydride (0.87 g, 21.8 mmol) in 50 mL of dry THF was treated portionwise with 5-chloroindole (3.3 g, 21.8 mmol). The mixture was heated at reflux until a clear solution was obtained. A solution of isopropyl isothiocyanate (2.2 g, 21.8 mmol) in 5 mL THF was slowly added and stirring was continued for 1 hour. The solvent was evaporated and the residue partitioned between EtOAc and 1N HCl. The organic layer was washed with brine, dried over Na2SO4 and conc... Reactants: C(C)(=O)NC1=C(C=C(N)C=C1C(F)(F)F)C(F)(F)F (4-acetylamino-3,5-bis-trifluoromethylaniline), diazonium salt, resultant mixture, S(=O)=O (sulfur dioxide), S(=O)=O (sulfur dioxide), Cl (hydrochloric acid), N(=O)[O-].[Na+] (sodium nitrite), cupric chloride. Solvent: O (water), C(C)(=O)O (acetic acid), C(C)(=O)O (acetic acid). Product: C(C)(=O)NC1=C(C=C(C=C1C(F)(F)F)S(=O)(=O)N)C(F)(F)F (4-acetylamino-3,5-bis-trifluoromethylbenzenesulfonamide). As a reaction SMILES: [C:1]([NH:4][C:5]1[C:11]([C:12]([F:15])([F:14])[F:13])=[CH:10][C:8](N)=[CH:7][C:6]=1[C:16]([F:19])([F:18])[F:17])(=[O:3])[CH3:2].Cl.[N:21]([O-])=O.[Na+].[S:25](=[O:27])=[O:26]>C(O)(=O)C.O>[C:1]([NH:4][C:5]1[C:11]([C:12]([F:15])([F:14])[F:13])=[CH:10][C:8]([S:25]([NH2:21])(=[O:27])=[O:26])=[CH:7][C:6]=1[C:16]([F:19])([F:18])[F:17])(=[O:3])[CH3:2] |f:2.3|. Procedure details: 5.7 G. of 4-acetylamino-3,5-bis-trifluoromethylaniline is dissolved in 16 ml. of acetic acid and cooled to 10° C., 3.2 ml. of concentrated hydrochloric acid is added, and the mixture cooled to 0°-5° C. with stirring. A solution of 1.4 g. of sodium nitrite in 4 ml. of water is added dropwise, with vigorous stirring and the resultant mixture stirred for 1/2 hour. The aqueous diazonium salt solution is then added to a solution of 0.4 g. of cupric chloride in 50 ml. of acetic acid which has been pre...